From a dataset of the Open Reaction Database (ORD), a public repository of structured organic reaction records. describe an organic reaction: reactants, conditions, products, and yield Reactants: CC(C)(C)OC(=O)N1CCCC1c1nc(-c2cccc(C#N)c2)no1, ClCCl, O=C(O)C(F)(F)F. The product is N#Cc1cccc(-c2noc(C3CCCN3)n2)c1. As a reaction SMILES: [C:1]([O:2][C:3](=[O:4])[N:8]1[CH:9]([c:13]2[n:14][c:15](-[c:18]3[cH:19][c:20]([C:24]#[N:25])[cH:21][cH:22][cH:23]3)[n:16][o:17]2)[CH2:10][CH2:11][CH2:12]1)([CH3:5])([CH3:6])[CH3:7].[Cl:26][CH2:27][Cl:28].[OH:29][C:30]([C:31]([F:32])([F:33])[F:34])=[O:35]>>[NH:8]1[CH:9]([c:13]2[n:14][c:15](-[c:18]3[cH:19][c:20]([C:24]#[N:25])[cH:21][cH:22][cH:23]3)[n:16][o:17]2)[CH2:10][CH2:11][CH2:12]1. Starting materials: C(C)(C)(C)OC(=O)N[C@@H]1[C@@H](CCCC1)NC1=C(C2=C(C(=N1)C1=CC(=NS1)C)C(N(C2)C(=O)OC(C)(C)C)=O)F (tert-butyl 6-((1R,2S)-2-(tert-butoxycarbonylamino)cyclohexylamino)-7-fluoro-4-(3-methylisothiazol-5-yl)-3-oxo-1H-pyrrolo[3,4-c]pyridine-2(3H)-carboxylate), Cl.O1CCOCC1 (HCl dioxane). Run in CO (MeOH). Conditions: temperature 60 celsius. Yields the product hydrochloride salt, N[C@@H]1[C@@H](CCCC1)NC1=C(C2=C(C(=N1)C1=CC(=NS1)C)C(NC2)=O)F (6-((1R,2S)-2-Aminocyclohexylamino)-7-fluoro-4-(3-methylisothiazol-5-yl)-1H-pyrrolo[3,4-c]pyridin-3(2H)-one). Reaction SMILES: C(OC([NH:8][C@H:9]1[CH2:14][CH2:13][CH2:12][CH2:11][C@H:10]1[NH:15][C:16]1[N:21]=[C:20]([C:22]2[S:26][N:25]=[C:24]([CH3:27])[CH:23]=2)[C:19]2[C:28](=[O:38])[N:29](C(OC(C)(C)C)=O)[CH2:30][C:18]=2[C:17]=1[F:39])=O)(C)(C)C.Cl.O1CCOCC1>CO>[NH2:8][C@H:9]1[CH2:14][CH2:13][CH2:12][CH2:11][C@H:10]1[NH:15][C:16]1[N:21]=[C:20]([C:22]2[S:26][N:25]=[C:24]([CH3:27])[CH:23]=2)[C:19]2[C:28](=[O:38])[NH:29][CH2:30][C:18]=2[C:17]=1[F:39] |f:1.2|. Procedure details: To a stirred solution of tert-butyl 6-((1R,2S)-2-(tert-butoxycarbonylamino)cyclohexylamino)-7-fluoro-4-(3-methylisothiazol-5-yl)-3-oxo-1H-pyrrolo[3,4-c]pyridine-2(3H)-carboxylate (82 mg, 0.146 mmol) in MeOH (2.0 mL) was added 4N HCl/dioxane (2.0 mL, 8.00 mmol). The reaction mixture was heated to 60° C. for 1 hour. Following reaction, the mixture was concentrated in vacuo. The residue was triturated with EtOAc and filtered. The filter cake was washed with EtOAc to yield crude desired compound as ... Reactants: FC=1C=C(CN2N=CC3=CC(=CC=C23)NC2=NC=NC3=CC=CC(=C23)O[C@H](C(=O)OC)C)C=CC1 (methyl (2S)-2-[(4-{[1-(3-fluorobenzyl)-1H-indazol-5-yl]amino}quinazolin-5-yl)oxy]propanoate), CNC (dimethylamine). Yields the product FC=1C=C(CN2N=CC3=CC(=CC=C23)NC2=NC=NC3=CC=CC(=C23)O[C@H](C(=O)N(C)C)C)C=CC1 ((2S)-2-[(4-{[1-(3-fluorobenzyl)-1H-indazol-5-yl]amino}quinazolin-5-yl)oxy]-N,N-dimethylpropanamide). The yield is 56.0%. Reaction SMILES: [F:1][C:2]1[CH:3]=[C:4]([CH:33]=[CH:34][CH:35]=1)[CH2:5][N:6]1[C:14]2[C:9](=[CH:10][C:11]([NH:15][C:16]3[C:25]4[C:20](=[CH:21][CH:22]=[CH:23][C:24]=4[O:26][C@@H:27]([CH3:32])[C:28]([O:30]C)=O)[N:19]=[CH:18][N:17]=3)=[CH:12][CH:13]=2)[CH:8]=[N:7]1.[CH3:36][NH:37][CH3:38]>>[F:1][C:2]1[CH:3]=[C:4]([CH:33]=[CH:34][CH:35]=1)[CH2:5][N:6]1[C:14]2[C:9](=[CH:10][C:11]([NH:15][C:16]3[C:25]4[C:20](=[CH:21][CH:22]=[CH:23][C:24]=4[O:26][C@@H:27]([CH3:32])[C:28]([N:37]([CH3:38])[CH3:36])=[O:30])[N:19]=[CH:18][N:17]=3)=[CH:12][CH:13]=2)[CH:8]=[N:7]1. Procedure details: A solution of methyl (2S)-2-[(4-{[1-(3-fluorobenzyl)-1H-indazol-5-yl]amino}quinazolin-5-yl)oxy]propanoate (200 mg, 0.42 mmol) in 6N methanolic dimethylamine (10 ml) was stirred for 18 hours. After evaporation of the solvents, the residue was purified by chromatography on silica gel (eluant: 2% methanol in dichloromethane) to give the title compound as a beige solid (115 mg, 56%); NMR Spectrum 1.59 (d, 3H), 2.94 (s, 3H), 3.15 (s, 3H), 5.71 (s, 2H), 5.86 (q, 1H), 7.07 (m, 3H), 7.30 (d, 1H), 7.36 (... Solvent: ClCCl (dichloromethane). The product is ClC1=C(C=CC(=C1)F)CNC([C@H]1N(C(CC1)=O)C)=O (N-[(2-chloro-4-fluorophenyl)methyl]-1-methyl-5-oxo-prolinamide). Reactants: ON1N=NC2=C1C=CC=C2 (1-hydroxybenzotriazole), ClC1=C(C=CC(=C1)F)CN ([(2-chloro-4-fluorophenyl)methyl]amine), C(C)N1CCOCC1 (N-ethyl morpholine), Cl.CN(CCCN=C=NCC)C (N-(3-dimethylaminopropyl)-N′-ethylcarbodiimide hydrochloride), CN1[C@H](C(=O)O)CCC1=O (1-Methyl-5-oxo-proline), ClC1=C(C=CC(=C1)F)CN ([(2-chloro-4-fluorophenyl)methyl]amine). Reported procedure: 1-Methyl-5-oxo-proline (0.050 g, 0.35 mmol, prepared as described below) was dissolved in anhydrous dichloromethane (˜7 ml) and to this was added 1-hydroxybenzotriazole (0.047 g, 0.42 mmol), [(2-chloro-4-fluorophenyl)methyl]amine (0.056 ml, 0.42 mmol), N-ethyl morpholine (0.166 ml, 1.04 mmol) and N-(3-dimethylaminopropyl)-N′-ethylcarbodiimide hydrochloride (0.067 g, 0.42 mmol). The mixture was stirred at room temperature overnight. A further aliquot of [(2-chloro-4-fluorophenyl)methyl]amine (0.1... As a reaction SMILES: [CH3:1][N:2]1[C:9](=[O:10])[CH2:8][CH2:7][C@H:3]1[C:4]([OH:6])=O.ON1C2C=CC=CC=2N=N1.[Cl:21][C:22]1[CH:27]=[C:26]([F:28])[CH:25]=[CH:24][C:23]=1[CH2:29][NH2:30].C(N1CCOCC1)C.Cl.CN(C)CCCN=C=NCC>ClCCl>[Cl:21][C:22]1[CH:27]=[C:26]([F:28])[CH:25]=[CH:24][C:23]=1[CH2:29][NH:30][C:4](=[O:6])[C@@H:3]1[CH2:7][CH2:8][C:9](=[O:10])[N:2]1[CH3:1] |f:4.5|. Reaction conditions: time 8 hour. Isolated yield 15.1%. Reactants: O=C1CCC(=O)N1Br, CN(C)C=O, O, O=C1Cn2c(cc3ccccc32)-c2ccccc2N1. Product: O=C1Cn2c(c(Br)c3ccccc32)-c2ccccc2N1. Reaction SMILES: [Br:1][N:2]1[C:3](=[O:4])[CH2:5][CH2:6][C:7]1=[O:8].[CH3:29][N:30]([CH3:31])[CH:32]=[O:33].[OH2:28].[cH:9]1[cH:10][cH:11][cH:12][c:13]2[c:14]1-[c:15]1[n:16]([c:21]3[cH:22][cH:23][cH:24][cH:25][c:26]3[cH:27]1)[CH2:17][C:18](=[O:20])[NH:19]2>>[Br:1][c:27]1[c:15]2[n:16]([c:21]3[cH:22][cH:23][cH:24][cH:25][c:26]31)[CH2:17][C:18](=[O:20])[NH:19][c:13]1[cH:12][cH:11][cH:10][cH:9][c:14]1-2. Starting materials: COc1ccc(N2CCOCC2)c2sc(NC(=O)c3ccc(CN)cc3)nc12, O=C(Cl)C1CC1. The product is COc1ccc(N2CCOCC2)c2sc(NC(=O)c3ccc(CNC(=O)C4CC4)cc3)nc12. As a reaction SMILES: [CH3:1][O:2][c:3]1[cH:4][cH:5][c:6]([N:23]2[CH2:24][CH2:25][O:26][CH2:27][CH2:28]2)[c:7]2[c:8]1[n:9][c:10]([NH:12][C:13]([c:14]1[cH:15][cH:16][c:17]([CH2:20][NH2:21])[cH:18][cH:19]1)=[O:22])[s:11]2.[CH:29]1([C:32](=[O:33])[Cl:34])[CH2:30][CH2:31]1>>[CH3:1][O:2][c:3]1[cH:4][cH:5][c:6]([N:23]2[CH2:24][CH2:25][O:26][CH2:27][CH2:28]2)[c:7]2[c:8]1[n:9][c:10]([NH:12][C:13]([c:14]1[cH:15][cH:16][c:17]([CH2:20][NH:21][C:32]([CH:29]3[CH2:30][CH2:31]3)=[O:33])[cH:18][cH:19]1)=[O:22])[s:11]2. Reactants: C[S-], CN(C)C=O, Cc1nc2c(N)nc3ccccc3c2n1CCCCCCCl, [Na+]. The product is CSCCCCCCn1c(C)nc2c(N)nc3ccccc3c21. RXN SMILES: [CH3:23][S-:24].[CH3:26][N:27]([CH3:28])[CH:29]=[O:30].[Cl:1][CH2:2][CH2:3][CH2:4][CH2:5][CH2:6][CH2:7][n:8]1[c:9]([CH3:22])[n:10][c:11]2[c:12]([NH2:21])[n:13][c:14]3[cH:15][cH:16][cH:17][cH:18][c:19]3[c:20]12.[Na+:25]>>[CH2:2]([CH2:3][CH2:4][CH2:5][CH2:6][CH2:7][n:8]1[c:9]([CH3:22])[n:10][c:11]2[c:12]([NH2:21])[n:13][c:14]3[cH:15][cH:16][cH:17][cH:18][c:19]3[c:20]12)[S:24][CH3:23]. Starting materials: N[C@@H](C)C(=O)[C@H]1[C@@](O[C@@H]([C@H]([C@@H]1O)O)CO)(N(C(CCCCCCC\C=C/CCCCCCCC)=O)CCCCCCCCCCCCCCCCCC)N (N-(2-L-alanyl-amino-2-deoxy-β-D-glucopyranosyl)-N-octadecyl-oleamide), C(C)(C)(C)OC(=O)N[C@@H](C)C(=O)N[C@@H](C)C(=O)O (N-tert-butyloxycarbonyl-L-alanyl-L-alanine). The solvent is ClCCl (dichloromethane). Yields the product C(C)(C)(C)OC(=O)N[C@@H](C)C(=O)N[C@@H](C)C(=O)N[C@@H](C)C(=O)[C@H]1[C@@](O[C@@H]([C@H]([C@@H]1O)O)CO)(N(C(CCCCCCC\C=C/CCCCCCCC)=O)CCCCCCCCCCCCCCCCCC)N (N-[2-(N-tert-Butyloxycarbonyl-L-alanyl-L-alanyl-L-alanyl)-amino-2-deoxy-β-D-glucopyranosyl]-N-octadecyl-oleamide). Yield: 75.0%. As a reaction SMILES: [NH2:1][C@H:2]([C:4]([C@@H:6]1[C@@H:11]([OH:12])[C@H:10]([OH:13])[C@@H:9]([CH2:14][OH:15])[O:8][C@@:7]1([NH2:54])[N:16]([CH2:36][CH2:37][CH2:38][CH2:39][CH2:40][CH2:41][CH2:42][CH2:43][CH2:44][CH2:45][CH2:46][CH2:47][CH2:48][CH2:49][CH2:50][CH2:51][CH2:52][CH3:53])[C:17](=[O:35])[CH2:18][CH2:19][CH2:20][CH2:21][CH2:22][CH2:23][CH2:24]/[CH:25]=[CH:26]\[CH2:27][CH2:28][CH2:29][CH2:30][CH2:31][CH2:32][CH2:33][CH3:34])=[O:5])[CH3:3].[C:55]([O:59][C:60]([NH:62][C@H:63]([C:65]([NH:67][C@H:68]([C:70](O)=[O:71])[CH3:69])=[O:66])[CH3:64])=[O:61])([CH3:58])([CH3:57])[CH3:56]>ClCCl>[C:55]([O:59][C:60]([NH:62][C@H:63]([C:65]([NH:67][C@H:68]([C:70]([NH:1][C@H:2]([C:4]([C@@H:6]1[C@@H:11]([OH:12])[C@H:10]([OH:13])[C@@H:9]([CH2:14][OH:15])[O:8][C@@:7]1([NH2:54])[N:16]([CH2:36][CH2:37][CH2:38][CH2:39][CH2:40][CH2:41][CH2:42][CH2:43][CH2:44][CH2:45][CH2:46][CH2:47][CH2:48][CH2:49][CH2:50][CH2:51][CH2:52][CH3:53])[C:17](=[O:35])[CH2:18][CH2:19][CH2:20][CH2:21][CH2:22][CH2:23][CH2:24]/[CH:25]=[CH:26]\[CH2:27][CH2:28][CH2:29][CH2:30][CH2:31][CH2:32][CH2:33][CH3:34])=[O:5])[CH3:3])=[O:71])[CH3:69])=[O:66])[CH3:64])=[O:61])([CH3:58])([CH3:57])[CH3:56]. Procedure: from N-(2-L-alanyl-amino-2-deoxy-β-D-glucopyranosyl)-N-octadecyl-oleamide and N-tert-butyloxycarbonyl-L-alanyl-L-alanine. Yield 75%. [α]D =+17.9° (c=0.96, dichloromethane). The reactants are NC=1C=C(C=CC1)/C=C/C=1C=NC=C(C1)Br (3-[(E)-2-(3-aminophenyl)vinyl]-5-bromopyridine), ClC1=NC=CC=C1[N+](=O)[O-] (2-chloro-3-nitropyridine), C([O-])([O-])=O.[K+].[K+] (potassium carbonate). Isolated yield 32.3%. Yields the product BrC=1C=C(C=NC1)/C=C/C=1C=C(C=CC1)NC1=NC=CC=C1[N+](=O)[O-] (2-[3-[(E)-2-(5-bromo pyridin-3-yl)vinyl]phenylamino]-3-nitropyridine). Reaction SMILES: [NH2:1][C:2]1[CH:3]=[C:4](/[CH:8]=[CH:9]/[C:10]2[CH:11]=[N:12][CH:13]=[C:14]([Br:16])[CH:15]=2)[CH:5]=[CH:6][CH:7]=1.Cl[C:18]1[C:23]([N+:24]([O-:26])=[O:25])=[CH:22][CH:21]=[CH:20][N:19]=1.C(=O)([O-])[O-].[K+].[K+]>O1CCOCC1>[Br:16][C:14]1[CH:15]=[C:10](/[CH:9]=[CH:8]/[C:4]2[CH:3]=[C:2]([NH:1][C:18]3[C:23]([N+:24]([O-:26])=[O:25])=[CH:22][CH:21]=[CH:20][N:19]=3)[CH:7]=[CH:6][CH:5]=2)[CH:11]=[N:12][CH:13]=1 |f:2.3.4|. Run in O1CCOCC1 (1,4-dioxane). Procedure: A mixture of 3-[(E)-2-(3-aminophenyl)vinyl]-5-bromopyridine (3.5 g), 2-chloro-3-nitropyridine (2.22 g) and potassium carbonate (2.64 g) in 1,4-dioxane (30 ml) was stirred under reflux for 22 hours. The mixture was filtered and the filtrate was concentrated. The resultant solid was washed with ethanol to give 2-[3-[(E)-2-(5-bromo pyridin-3-yl)vinyl]phenylamino]-3-nitropyridine (1.63 g).